From a dataset of the Open Reaction Database (ORD), a public repository of structured organic reaction records. describe an organic reaction: reactants, conditions, products, and yield The reactants are OC1=NC=CC=C1 (2-hydroxypyridine), C(C)(C)(C)OC(N[C@@H](CN1C(CN(C(C1)=O)C1=C(C=CC(=C1)F)Cl)(C)C)[C@H]1OC([C@@H](C1)C)=O)=O ({(S)-2-[4-(2-Chloro-5-fluorophenyl)-2,2-dimethyl-5-oxopiperazin-1-yl]-1-[(2S,4R)-4-methyl-5-oxotetrahydrofuran-2-yl]ethyl}carbamic acid t-butyl ester), CC(CN)(C)C ((2,2-dimethylpropyl)amine). Solvent: O (water). Reaction conditions: temperature 80 celsius, time 2 hour. Yields the product C(C)(C)(C)OC(N[C@H]([C@H](C[C@@H](C)C(NCC(C)(C)C)=O)O)CN1C(CN(C(C1)=O)C1=C(C=CC(=C1)F)Cl)(C)C)=O ({(1S,2S,4R)-4-(2,2-Dimethylpropylcarbamoyl)-1-[4-(2-chloro-5-fluorophenyl)-2,2-dimethyl-5-oxopiperazin-1-ylmethyl]-2-hydroxypentyl}carbamic acid t-butyl ester). Yield: 92.8%. As a reaction SMILES: OC1C=CC=CN=1.[C:8]([O:12][C:13](=[O:41])[NH:14][C@H:15]([C@@H:34]1[CH2:38][C@@H:37]([CH3:39])[C:36](=[O:40])[O:35]1)[CH2:16][N:17]1[CH2:22][C:21](=[O:23])[N:20]([C:24]2[CH:29]=[C:28]([F:30])[CH:27]=[CH:26][C:25]=2[Cl:31])[CH2:19][C:18]1([CH3:33])[CH3:32])([CH3:11])([CH3:10])[CH3:9].[CH3:42][C:43]([CH3:47])([CH3:46])[CH2:44][NH2:45]>O>[C:8]([O:12][C:13](=[O:41])[NH:14][C@@H:15]([CH2:16][N:17]1[CH2:22][C:21](=[O:23])[N:20]([C:24]2[CH:29]=[C:28]([F:30])[CH:27]=[CH:26][C:25]=2[Cl:31])[CH2:19][C:18]1([CH3:32])[CH3:33])[C@@H:34]([OH:35])[CH2:38][C@H:37]([C:36](=[O:40])[NH:45][CH2:44][C:43]([CH3:47])([CH3:46])[CH3:42])[CH3:39])([CH3:9])([CH3:11])[CH3:10]. Procedure: 20 mg of 2-hydroxypyridine (0.21 mmol) was added to a solution of 210 mg of {(S)-2-[4-(2-chloro-5-fluorophenyl)-2,2-dimethyl-5-oxopiperazin-1-yl]-1-[(2S,4R)-4-methyl-5-oxotetrahydrofuran-2-yl]ethyl}carbamic acid t-butyl ester obtained in Example (97b) (0.42 mmol) in (2,2-dimethylpropyl)amine (0.74 ml) (6.30 mmol), and the mixture was stirred at 80° C. for two hours. The reaction mixture was cooled and then water was added, followed by extraction with methylene chloride. Then, the organic layer w... The reactants are Cl.OC=1C=CC=C2N=C3CCCCC3=C(C12)N (8-Hydroxy-1,2,3,4-tetrahydro-9-acridinamine hydrochloride), C(C)(=O)OCC (ethyl acetate), C([O-])([O-])=O.[K+].[K+] (Potassium carbonate), BrCC(=O)OCC (Ethyl bromoacetate). Solvent: CN(C=O)C (dimethylformamide), O (water). Run at time 30 minute. Product: C(C)OC(COC=1C=CC=C2N=C3CCCCC3=C(C12)N)=O (Ethyl[(9-amino-1,2,3,4-tetrahydroacridin-8-yl)oxy]acetate). Yield: 72.8%. RXN SMILES: Cl.[OH:2][C:3]1[CH:4]=[CH:5][CH:6]=[C:7]2[C:16]=1[C:15]([NH2:17])=[C:14]1[C:9]([CH2:10][CH2:11][CH2:12][CH2:13]1)=[N:8]2.C(=O)([O-])[O-].[K+].[K+].Br[CH2:25][C:26]([O:28][CH2:29][CH3:30])=[O:27].C(OCC)(=O)C>CN(C)C=O.O>[CH2:29]([O:28][C:26](=[O:27])[CH2:25][O:2][C:3]1[CH:4]=[CH:5][CH:6]=[C:7]2[C:16]=1[C:15]([NH2:17])=[C:14]1[C:9]([CH2:10][CH2:11][CH2:12][CH2:13]1)=[N:8]2)[CH3:30] |f:0.1,2.3.4|. Reported procedure: 8-Hydroxy-1,2,3,4-tetrahydro-9-acridinamine hydrochloride (18.07 g) was suspended in 500 ml of dry dimethylformamide. Potassium carbonate (22.6 g) was added, and the reaction mixture was stirred vigorously for 30 mins. Ethyl bromoacetate (18.0 g) was added dropwise, and the reaction was stirred vigorously overnight. The reaction mixture was distributed between ethyl acetate and water, and the organic layer was separated. The aqueous phase was extracted three times with ethyl acetate, and the com... Reactants: BrC1=CC=C(C=C1)C(OC(C(=O)OC)CC(C)C)C1=NC=CC=C1 (methyl 2-[(4-bromophenyl)(pyridin-2-yl)methoxy]-4-methylpentanoate), [OH-].[K+] (potassium hydroxide). The product is [K+].BrC1=CC=C(C=C1)C(OC(C(=O)[O-])CC(C)C)C1=NC=CC=C1 (2-[(4-bromophenyl)(pyridin-2-yl)methoxy]-4-methylpentanoic acid potassium salt). RXN SMILES: [Br:1][C:2]1[CH:7]=[CH:6][C:5]([CH:8]([C:19]2[CH:24]=[CH:23][CH:22]=[CH:21][N:20]=2)[O:9][CH:10]([CH2:15][CH:16]([CH3:18])[CH3:17])[C:11]([O:13]C)=[O:12])=[CH:4][CH:3]=1.[OH-].[K+:26]>>[K+:26].[Br:1][C:2]1[CH:3]=[CH:4][C:5]([CH:8]([C:19]2[CH:24]=[CH:23][CH:22]=[CH:21][N:20]=2)[O:9][CH:10]([CH2:15][CH:16]([CH3:18])[CH3:17])[C:11]([O-:13])=[O:12])=[CH:6][CH:7]=1 |f:1.2,3.4|. Procedure: Using the same protocol as described in example 17, step 5, methyl 2-[(4-bromophenyl)(pyridin-2-yl)methoxy]-4-methylpentanoate from step 2 (623 mg, 1.59 mmol) was hydrolysed with potassium hydroxide. The solid residue obtained was used as such in the next step. Reactants: CC(=O)O, ClCCl, O=Cc1c(Cl)cccc1Cl, N#C[K], O. Product: N#CC(O)c1c(Cl)cccc1Cl. RXN SMILES: [CH3:11][C:12](=[O:13])[OH:14].[Cl:18][CH2:19][Cl:20].[Cl:1][c:2]1[c:3]([CH:4]=[O:5])[c:6]([Cl:10])[cH:7][cH:8][cH:9]1.[K:15][C:16]#[N:17].[OH2:21]>>[Cl:1][c:2]1[c:3]([CH:4]([OH:5])[C:16]#[N:17])[c:6]([Cl:10])[cH:7][cH:8][cH:9]1. Reactants: S1C(=CC=C1)C(=O)NCC(=O)O (N-(2-thienylcarbonyl)glycine), FC=1C=C(C=NC1)C=O (5-fluoro-3-pyridinecarboxaldehyde), C(C)(=O)[O-].[Na+] (sodium acetate), C(C)(=O)OC(C)=O (acetic anhydride). The solvent is O (water). Run at temperature 90 celsius. Product: FC=1C=C(C=NC1)C=C1N=C(OC1=O)C=1SC=CC1 (4-((5-Fluoro-3-pyridinyl)methylene)-2-(2-thienyl)-5(4H)-oxazolone). Isolated yield 68.1%. As a reaction SMILES: [S:1]1[CH:5]=[CH:4][CH:3]=[C:2]1[C:6]([NH:8][CH2:9][C:10]([OH:12])=[O:11])=O.[F:13][C:14]1[CH:15]=[C:16]([CH:20]=O)[CH:17]=[N:18][CH:19]=1.C([O-])(=O)C.[Na+].C(OC(=O)C)(=O)C>O>[F:13][C:14]1[CH:15]=[C:16]([CH:20]=[C:9]2[C:10](=[O:11])[O:12][C:6]([C:2]3[S:1][CH:5]=[CH:4][CH:3]=3)=[N:8]2)[CH:17]=[N:18][CH:19]=1 |f:2.3|. Reported procedure: To a screw-capped test tube, N-(2-thienylcarbonyl)glycine (56 mg, 0.3 mmol), 5-fluoro-3-pyridinecarboxaldehyde (41 mg, 0.3 mmol), sodium acetate (25 mg, 0.3 mmol) and acetic anhydride (0.3 mL) were added. The test tube was sealed, and it was then stirred at an external temperature of 90° C. Three hours later, the temperature of the reaction solution was returned to room temperature, and water (1.5 mL) was then added thereto. The obtained mixture was stirred at the same temperature as described a... The reactants are C(C=C)C(C(=O)N[C@H](C)C1=CC(=CC=C1)OC)CCCCCC (N-(2-allyloctanoyl)-(R)-1-(3-methoxyphenyl)ethylamine), [H-].[Na+] (sodium hydride), aqueous solution, Cl (hydrochloric acid), C(OCC)(=O)Cl (ethyl chlorocarbonate). Run in CCCCCC (hexane), CN(C)C=O (DMF), CN(C)C=O (DMF). Conditions: temperature 50 celsius, time 1 hour. The product is C(C)OC(=O)N(C(C(CCCCCC)CC=C)=O)[C@H](C)C1=CC(=CC=C1)OC (N-Ethyloxycarbonyl-N-(2-allyloctanoyl)-(R)-1-(3-methoxyphenyl)ethylamine). The yield is 44.2%. Reaction SMILES: [CH2:1]([CH:4]([CH2:18][CH2:19][CH2:20][CH2:21][CH2:22][CH3:23])[C:5]([NH:7][C@@H:8]([C:10]1[CH:15]=[CH:14][CH:13]=[C:12]([O:16][CH3:17])[CH:11]=1)[CH3:9])=[O:6])[CH:2]=[CH2:3].[H-].[Na+].[C:26](Cl)(=[O:30])[O:27][CH2:28][CH3:29].Cl>CN(C=O)C.CCCCCC>[CH2:28]([O:27][C:26]([N:7]([C@@H:8]([C:10]1[CH:15]=[CH:14][CH:13]=[C:12]([O:16][CH3:17])[CH:11]=1)[CH3:9])[C:5](=[O:6])[CH:4]([CH2:1][CH:2]=[CH2:3])[CH2:18][CH2:19][CH2:20][CH2:21][CH2:22][CH3:23])=[O:30])[CH3:29] |f:1.2|. Procedure details: A solution of 0.40 g (1.3 mmol) of N-(2-allyloctanoyl)-(R)-1-(3-methoxyphenyl)ethylamine (diastereomer ratio (1R,2S):(1R,2R)=77:23) in 2 ml of DMF was added to a solution of 151 mg (3.8 mmol) of sodium hydride in 2 ml of DMF at room temperature, and the reaction was allowed to proceed at 50° C. for 1 hour. To the reaction mixture was added 0.48 ml (5.0 mmol) of ethyl chlorocarbonate, and the mixture was stirred at 50° C. for 12 hours. The reaction mixture was added dropwise to a mixed solution c...